This data is from the Open Reaction Database (ORD), a public repository of structured organic reaction records. The task is: describe an organic reaction: reactants, conditions, products, and yield Starting materials: CC(C)=O, [Hg+2], O, O=S(=O)(O)O, O=S(=O)([O-])[O-], COc1cc(-c2cnc3c(n2)c(C#Cc2ccccc2)cn3S(=O)(=O)c2ccc(C)cc2)cc(OC)c1OC. Product: COc1cc(-c2cnc3c(n2)c(CC(=O)c2ccccc2)cn3S(=O)(=O)c2ccc(C)cc2)cc(OC)c1OC. As a reaction SMILES: [CH3:45][C:46](=[O:47])[CH3:48].[Hg+2:54].[OH2:55].[S:40]([OH:41])(=[O:42])(=[O:43])[OH:44].[S:49]([O-:50])([O-:51])(=[O:52])=[O:53].[c:1]1([C:7]#[C:8][c:9]2[cH:10][n:11]([S:30](=[O:31])(=[O:32])[c:33]3[cH:34][cH:35][c:36]([CH3:39])[cH:37][cH:38]3)[c:12]3[n:13][cH:14][c:15](-[c:18]4[cH:19][c:20]([O:28][CH3:29])[c:21]([O:26][CH3:27])[c:22]([O:24][CH3:25])[cH:23]4)[n:16][c:17]23)[cH:2][cH:3][cH:4][cH:5][cH:6]1>>[c:1]1([C:7]([CH2:8][c:9]2[cH:10][n:11]([S:30](=[O:31])(=[O:32])[c:33]3[cH:34][cH:35][c:36]([CH3:39])[cH:37][cH:38]3)[c:12]3[n:13][cH:14][c:15](-[c:18]4[cH:19][c:20]([O:28][CH3:29])[c:21]([O:26][CH3:27])[c:22]([O:24][CH3:25])[cH:23]4)[n:16][c:17]23)=[O:41])[cH:2][cH:3][cH:4][cH:5][cH:6]1. Reactants: Example 248 ( a ), O1C=C(C=C1)C(=O)Cl (3-furoylchloride), CC1=CC2=C(NC(=N2)C2=NNC=C2NC(=O)C2=COC=C2)C=C1C (furan-3-carboxylic acid [3-(5,6-dimethyl-1H-benzoimidazol-2-yl)-1H-pyrazol-4-yl]-amide). Yields the product CC1=CC2=C(N(C(=N2)C2=NNC=C2NC(=O)C2=COC=C2)C)C=C1C (Furan-3-carboxylic acid [3-(5,6-dimethylmethyl-1H-benzoimidazol-2-yl)-1H-pyrazol-4-yl]-amide). Reaction SMILES: O1C=CC(C(Cl)=O)=[CH:2]1.[CH3:9][C:10]1[C:31]([CH3:32])=[CH:30][C:13]2[NH:14][C:15]([C:17]3[C:21]([NH:22][C:23]([C:25]4[CH:29]=[CH:28][O:27][CH:26]=4)=[O:24])=[CH:20][NH:19][N:18]=3)=[N:16][C:12]=2[CH:11]=1>>[CH3:32][C:31]1[C:10]([CH3:9])=[CH:11][C:12]2[N:16]([CH3:2])[C:15]([C:17]3[C:21]([NH:22][C:23]([C:25]4[CH:29]=[CH:28][O:27][CH:26]=4)=[O:24])=[CH:20][NH:19][N:18]=3)=[N:14][C:13]=2[CH:30]=1. Procedure details: By proceeding in a manner similar to Example 248 (a) above but using 3-furoylchloride there was prepared furan-3-carboxylic acid [3-(5,6-dimethyl-1H-benzoimidazol-2-yl)-1H-pyrazol-4-yl]-amide (80 mg) as a white solid. LC-MS (METHOD L): RT=7.10 minutes, 322.31 (M+H)+. As a reaction SMILES: [CH3:1][O:2][CH2:3][CH:4]([CH2:16][O:17][CH3:18])[O:5][C:6]1[CH:11]=[CH:10][C:9]([S:12](Cl)(=[O:14])=[O:13])=[CH:8][CH:7]=1.[NH2:19][C:20]1[C:25]2[CH:26]=[C:27]([CH2:29][CH:30]([NH:40]S(C3C=CC(OC4CCOCC4)=CC=3)(=O)=O)[C:31]([N:33]3[CH2:38][CH2:37][CH:36]([CH3:39])[CH2:35][CH2:34]3)=[O:32])[S:28][C:24]=2[CH:23]=[CH:22][N:21]=1>>[NH2:19][C:20]1[C:25]2[CH:26]=[C:27]([CH2:29][CH:30]([NH:40][S:12]([C:9]3[CH:10]=[CH:11][C:6]([O:5][CH:4]([CH2:16][O:17][CH3:18])[CH2:3][O:2][CH3:1])=[CH:7][CH:8]=3)(=[O:14])=[O:13])[C:31]([N:33]3[CH2:34][CH2:35][CH:36]([CH3:39])[CH2:37][CH2:38]3)=[O:32])[S:28][C:24]=2[CH:23]=[CH:22][N:21]=1. Procedure: This compound was prepared from 0.75 mmol of 4-(2-methoxy-1-methoxymethyl-ethoxy)-benzenesulfonyl chloride and 210 mg (0.5 mmol) of 30a using the procedure described for 58c. Yield: 120 mg (oil), EI-MS: 576 (M+). Reactants: COCC(OC1=CC=C(C=C1)S(=O)(=O)Cl)COC (4-(2-methoxy-1-methoxymethyl-ethoxy)-benzenesulfonyl chloride), 30a, NC1=NC=CC2=C1C=C(S2)CC(C(=O)N2CCC(CC2)C)NS(=O)(=O)C2=CC=C(C=C2)OC2CCOCC2 (N-[1-(4-Amino-thieno[3,2-c]pyridin-2-ylmethyl)-2-(4-methyl-piperidin-1-yl)-2-oxo-ethyl]-4-(tetrahydropyran-4-yloxy)-benzenesulfonamide). Yields the product NC1=NC=CC2=C1C=C(S2)CC(C(=O)N2CCC(CC2)C)NS(=O)(=O)C2=CC=C(C=C2)OC(COC)COC (N-[1-(4-Amino-thieno[3,2-c]pyridin-2-ylmethyl)-2-(4-methyl-piperidin-1-yl)-2-oxo-ethyl]4-(2-methoxy-1-methoxymethyl-ethoxy)-benzenesulfonamide).